This data is from the Open Reaction Database (ORD), a public repository of structured organic reaction records. The task is: describe an organic reaction: reactants, conditions, products, and yield Starting materials: C(#N)C=1C=C(C(=O)O)C=CC1OC(C)C (3-Cyano-4-[(1-methylethyl)oxy]benzoic acid), C(CCl)Cl (EDC), C=1C=CC2=C(C1)N=NN2O (HOBT), C(CCl)Cl (EDC), ONC(C=1C=CC2=C(CCCN(C2)C(=O)OC(C)(C)C)C1)=N (1,1-Dimethylethyl 7-[(hydroxyamino)(imino)methyl]-1,3,4,5-tetrahydro-2H-2-benzazepine-2-carboxylate), C(#N)C=1C=C(C(=O)O)C=CC1OC(C)C (3-cyano-4-[(1-methylethyl)oxy]benzoic acid), ONC(C=1C=CC2=C(CCCN(C2)C(=O)OC(C)(C)C)C1)=N (1,1-Dimethylethyl 7-[(hydroxyamino)(imino)methyl]-1,3,4,5-tetrahydro-2H-2-benzazepine-2-carboxylate). Solvent: CCOC(=O)C.CCCCCC (EtOAc hexane), CCOC(=O)C (EtOAc), CN(C)C=O (DMF). Reaction conditions: time 1 hour. Yields the product C(#N)C=1C=C(C=CC1OC(C)C)C1=NC(=NO1)C=1C=CC2=C(CCCN(C2)C(=O)OC(C)(C)C)C1 (1,1-Dimethylethyl 7-(5-{3-cyano-4-[(1-methylethyl)oxy]phenyl}-1,2,4-oxadiazol-3-yl)-1,3,4,5-tetrahydro-2H-2-benzazepine-2-carboxylate). Yield: 45.7%. As a reaction SMILES: [C:1]([C:3]1[CH:4]=[C:5]([CH:9]=[CH:10][C:11]=1[O:12][CH:13]([CH3:15])[CH3:14])[C:6]([OH:8])=O)#[N:2].C(Cl)CCl.C1C=CC2N(O)N=NC=2C=1.O[NH:31][C:32](=[NH:51])[C:33]1[CH:34]=[CH:35][C:36]2[CH2:42][N:41]([C:43]([O:45][C:46]([CH3:49])([CH3:48])[CH3:47])=[O:44])[CH2:40][CH2:39][CH2:38][C:37]=2[CH:50]=1>CN(C=O)C.CCOC(C)=O.CCCCCC.CCOC(C)=O>[C:1]([C:3]1[CH:4]=[C:5]([C:6]2[O:8][N:31]=[C:32]([C:33]3[CH:34]=[CH:35][C:36]4[CH2:42][N:41]([C:43]([O:45][C:46]([CH3:48])([CH3:47])[CH3:49])=[O:44])[CH2:40][CH2:39][CH2:38][C:37]=4[CH:50]=3)[N:51]=2)[CH:9]=[CH:10][C:11]=1[O:12][CH:13]([CH3:15])[CH3:14])#[N:2] |f:5.6|. Procedure: 3-Cyano-4-[(1-methylethyl)oxy]benzoic acid (can be prepared as described in WO2005/58848) (302 mg, 1.474 mmol), EDC (339 mg, 1.768 mmol) and HOBT (271 mg, 1.768 mmol) were stirred in DMF (3 ml) for 5 minutes. 1,1-Dimethylethyl 7-[(hydroxyamino)(imino)methyl]-1,3,4,5-tetrahydro-2H-2-benzazepine-2-carboxylate (Preparation 5) (450 mg, 1.474 mmol) was added and the reaction mixture stirred at RT for 1 hour. There was still some 3-cyano-4-[(1-methylethyl)oxy]benzoic acid acid present. Further quantit... Starting materials: CC(=O)O[BH-](OC(C)=O)OC(C)=O, CCc1nc2ccccc2n1-c1nc(N2CCOCC2)c2nc(C=O)n(C)c2n1, CO, O=C1CN(C2CNC2)CCN1, [Na+]. Product: CCc1nc2ccccc2n1-c1nc(N2CCOCC2)c2nc(CC3NCC3N3CCNC(=O)C3)n(C)c2n1. RXN SMILES: [C:41]([O:42][BH-:43]([O:44][C:45](=[O:46])[CH3:47])[O:48][C:49](=[O:50])[CH3:51])(=[O:52])[CH3:53].[CH2:1]([CH3:2])[c:3]1[n:4][c:5]2[c:6]([n:7]1-[c:8]1[n:9][c:10]([N:20]3[CH2:21][CH2:22][O:23][CH2:24][CH2:25]3)[c:11]3[n:12][c:13]([CH:18]=[O:19])[n:14]([CH3:17])[c:15]3[n:16]1)[cH:26][cH:27][cH:28][cH:29]2.[CH3:55][OH:56].[NH:30]1[CH2:31][CH:32]([N:34]2[CH2:35][C:36](=[O:40])[NH:37][CH2:38][CH2:39]2)[CH2:33]1.[Na+:54]>>[CH2:1]([CH3:2])[c:3]1[n:4][c:5]2[c:6]([n:7]1-[c:8]1[n:9][c:10]([N:20]3[CH2:21][CH2:22][O:23][CH2:24][CH2:25]3)[c:11]3[n:12][c:13]([CH2:18][CH:33]4[NH:30][CH2:31][CH:32]4[N:34]4[CH2:35][C:36](=[O:40])[NH:37][CH2:38][CH2:39]4)[n:14]([CH3:17])[c:15]3[n:16]1)[cH:26][cH:27][cH:28][cH:29]2. The reactants are COC1=CC=C(C=C1)C(C)C1=CC(=CC(=C1)C(C)C1=CC=C(C=C1)OC)C(C)C1=CC=C(C=C1)OC (Racemic 1,3,5-Tris(1-(4-methoxyphenyl)ethyl)benzene), Cl.N1=CC=CC=C1 (pyridine hydrochloride), N#N (N2). The solvent is O (H2O). Run at temperature 180 celsius. Yields the product OC1=CC=C(C=C1)C(C)C1=CC(=CC(=C1)C(C)C1=CC=C(C=C1)O)C(C)C1=CC=C(C=C1)O (Racemic 1,3,5-Tris(1-(4-hydroxyphenyl)ethyl)benzene). As a reaction SMILES: C[O:2][C:3]1[CH:8]=[CH:7][C:6]([CH:9]([C:11]2[CH:16]=[C:15]([CH:17]([C:19]3[CH:24]=[CH:23][C:22]([O:25]C)=[CH:21][CH:20]=3)[CH3:18])[CH:14]=[C:13]([CH:27]([C:29]3[CH:34]=[CH:33][C:32]([O:35]C)=[CH:31][CH:30]=3)[CH3:28])[CH:12]=2)[CH3:10])=[CH:5][CH:4]=1.Cl.N1C=CC=CC=1.N#N>O>[OH:2][C:3]1[CH:8]=[CH:7][C:6]([CH:9]([C:11]2[CH:16]=[C:15]([CH:17]([C:19]3[CH:24]=[CH:23][C:22]([OH:25])=[CH:21][CH:20]=3)[CH3:18])[CH:14]=[C:13]([CH:27]([C:29]3[CH:30]=[CH:31][C:32]([OH:35])=[CH:33][CH:34]=3)[CH3:28])[CH:12]=2)[CH3:10])=[CH:5][CH:4]=1 |f:1.2|. Reported procedure: A 250 mL round-bottomed flask equipped with magnetic stirring bar was charged with racemic 1,3,5-tris(1-(4-methoxyphenyl)ethyl)benzene (5) (19.6 g, 41 mmol) and pyridine hydrochloride (56.8 g, 0.49 mol, 12 equiv). The mixture was protected with an N2 bubbler and heated in a 180° C. oil bath for 5 h. The mixture was allowed to cool briefly to ˜120° C. and then 55° C. H2O (100 mL) was added slowly to the mixture with vigorous stirring. The mixture was extracted three times with EtOAc (100 mL porti...